This data is from the Open Reaction Database (ORD), a public repository of structured organic reaction records. The task is: describe an organic reaction: reactants, conditions, products, and yield As a reaction SMILES: [CH3:30][O:31][CH2:32][CH2:33][O:34][CH3:35].[F:1][C:2]([C:3]([CH2:4][C:5](=[O:6])[c:7]1[cH:8][cH:9][c:10]([Br:13])[cH:11][cH:12]1)=[O:14])([F:15])[F:16].[Na+:29].[O-:25][C:26]([OH:27])=[O:28].[Pd:36]([Cl:37])[Cl:38].[c:39]1([P:40]([c:41]2[cH:42][cH:43][cH:44][cH:45][cH:46]2)[c:47]2[cH:48][cH:49][cH:50][cH:51][cH:52]2)[cH:53][cH:54][cH:55][cH:56][cH:57]1.[c:58]1([P:59]([c:60]2[cH:61][cH:62][cH:63][cH:64][cH:65]2)[c:66]2[cH:67][cH:68][cH:69][cH:70][cH:71]2)[cH:72][cH:73][cH:74][cH:75][cH:76]1.[o:17]1[c:18]([B:22]([OH:23])[OH:24])[cH:19][cH:20][cH:21]1>>[F:1][C:2]([C:3]([CH2:4][C:5](=[O:6])[c:7]1[cH:8][cH:9][c:10](-[c:18]2[o:17][cH:21][cH:20][cH:19]2)[cH:11][cH:12]1)=[O:14])([F:15])[F:16]. The reactants are COCCOC, O=C(CC(=O)C(F)(F)F)c1ccc(Br)cc1, [Na+], O=C([O-])O, Cl[Pd]Cl, c1ccc(P(c2ccccc2)c2ccccc2)cc1, c1ccc(P(c2ccccc2)c2ccccc2)cc1, OB(O)c1ccco1. The product is O=C(CC(=O)C(F)(F)F)c1ccc(-c2ccco2)cc1. The reactants are BrC=1C=CC(=C(C1)C(=O)C1=C(C(=C(C=C1)OCC)F)F)Cl ((5-bromo-2-chloro-phenyl)-(4-ethoxy-2,3-difluoro-phenyl)methanone), [BH4-].[K+] (potassium borohydride). The solvent is mixed solution, Cl (hydrochloric acid). Reaction conditions: time 16 hour. Product: BrC=1C=CC(=C(C1)C(O)C1=C(C(=C(C=C1)OCC)F)F)Cl ((5-bromo-2-chloro-phenyl)-(4-ethoxy-2,3-difluoro-phenyl)methanol). Yield: 99.5%. Reaction SMILES: [Br:1][C:2]1[CH:3]=[CH:4][C:5]([Cl:21])=[C:6]([C:8]([C:10]2[CH:15]=[CH:14][C:13]([O:16][CH2:17][CH3:18])=[C:12]([F:19])[C:11]=2[F:20])=[O:9])[CH:7]=1.[BH4-].[K+]>Cl>[Br:1][C:2]1[CH:3]=[CH:4][C:5]([Cl:21])=[C:6]([CH:8]([C:10]2[CH:15]=[CH:14][C:13]([O:16][CH2:17][CH3:18])=[C:12]([F:19])[C:11]=2[F:20])[OH:9])[CH:7]=1 |f:1.2|. Procedure details: (5-bromo-2-chloro-phenyl)-(4-ethoxy-2,3-difluoro-phenyl)methanone 3c (8.0 g, 21.3 mmol) was dissolved in 240 mL of mixed solution (THF and MeOH, v:v=1:1), followed by addition of potassium borohydride (1.73 g, 32.0 mmol) in an ice bath. The reaction mixture was stirred for 16 hours at room temperature. Thereafter, 50 mL 1 M hydrochloric acid were added. The reaction mixture was concentrated under reduced pressure and extracted with dichloromethane (100 mL×2). The organic extract was combined, dr... The reactants are C(#N)C1CN(C1)C([C@@H](C)NC(=O)C1=CN(C2=NC=C(N=C21)C2=NC=CC1=CC=CC=C21)COCC[Si](C)(C)C)=O (2-isoquinolin-1-yl-5-(2-trimethylsilanyl-ethoxymethyl)-5H-pyrrolo[2,3-b]pyrazine-7-carboxylic acid [(R)-2-(3-cyano-azetidin-1-yl)-1-methyl-2-oxo-ethyl]-amide), C(=O)(C(F)(F)F)O (TFA), C(CN)N (ethylene diamine). Run in C(Cl)Cl (CH2Cl2). Reaction conditions: time 3 hour. Product: C(#N)C1CN(C1)C([C@@H](C)NC(=O)C1=CNC2=NC=CN=C21)=O (5H-pyrrolo[2,3-b]pyrazine-7-carboxylic acid [(R)-2-(3-cyano-azetidin-1-yl)-1-methyl-2-oxo-ethyl]-amide). Reaction SMILES: [C:1]([CH:3]1[CH2:6][N:5]([C:7](=[O:40])[C@H:8]([NH:10][C:11]([C:13]2[C:21]3[C:16](=[N:17][CH:18]=[C:19](C4C5C(=CC=CC=5)C=CN=4)[N:20]=3)[N:15](COCC[Si](C)(C)C)[CH:14]=2)=[O:12])[CH3:9])[CH2:4]1)#[N:2].C(O)(C(F)(F)F)=O.C(N)CN>C(Cl)Cl>[C:1]([CH:3]1[CH2:6][N:5]([C:7](=[O:40])[C@H:8]([NH:10][C:11]([C:13]2[C:21]3[C:16](=[N:17][CH:18]=[CH:19][N:20]=3)[NH:15][CH:14]=2)=[O:12])[CH3:9])[CH2:4]1)#[N:2]. Procedure: To a solution of 2-isoquinolin-1-yl-5-(2-trimethylsilanyl-ethoxymethyl)-5H-pyrrolo[2,3-b]pyrazine-7-carboxylic acid [(R)-2-(3-cyano-azetidin-1-yl)-1-methyl-2-oxo-ethyl]-amide (52 mg, 0.094 mmol) in CH2Cl2 (2 mL) was added TFA (1 mL, 13.0 mmol). The reaction mixture was stirred at room temperature for 3 h then concentrated. The residue was redissolved in CH2Cl2 (2 mL) and ethylene diamine (0.4 mL, 6.0 mmol) was added. The reaction mixture was stirred for 1 h then quenched with water and extracted... The product is Nc1ccc(C(=O)c2nccs2)cc1[N+](=O)[O-]. RXN SMILES: [CH3:19][CH2:20][OH:21].[N+:1](=[O:2])([O-:3])[c:4]1[cH:5][c:6]([C:7](=[O:8])[c:9]2[s:10][cH:11][cH:12][n:13]2)[cH:14][cH:15][c:16]1[Cl:17].[NH3:18]>>[N+:1](=[O:2])([O-:3])[c:4]1[cH:5][c:6]([C:7](=[O:8])[c:9]2[s:10][cH:11][cH:12][n:13]2)[cH:14][cH:15][c:16]1[NH2:18]. The reactants are CCO, O=C(c1ccc(Cl)c([N+](=O)[O-])c1)c1nccs1, N. RXN SMILES: [C:1](=[O:2])([O-:3])[O-:4].[CH3:43][C:44]#[N:45].[F:29][c:30]1[cH:31][c:32]([C:33](=[O:34])[N:35]2[CH2:36][CH2:37][CH2:38]2)[cH:39][cH:40][c:41]1[F:42].[K+:5].[K+:6].[OH:7][c:8]1[cH:9][c:10]([C:11](=[O:12])[NH:13][c:14]2[n:15][cH:16][c:17]([CH3:20])[n:18][cH:19]2)[cH:21][c:22]([O:24][CH:25]([CH2:26][OH:27])[CH3:28])[cH:23]1>>[O:7]([c:8]1[cH:9][c:10]([C:11](=[O:12])[NH:13][c:14]2[n:15][cH:16][c:17]([CH3:20])[n:18][cH:19]2)[cH:21][c:22]([O:24][CH:25]([CH2:26][OH:27])[CH3:28])[cH:23]1)[c:41]1[c:30]([F:29])[cH:31][c:32]([C:33](=[O:34])[N:35]2[CH2:36][CH2:37][CH2:38]2)[cH:39][cH:40]1. Starting materials: O=C([O-])[O-], CC#N, O=C(c1ccc(F)c(F)c1)N1CCC1, [K+], [K+], Cc1cnc(NC(=O)c2cc(O)cc(OC(C)CO)c2)cn1. Product: Cc1cnc(NC(=O)c2cc(Oc3ccc(C(=O)N4CCC4)cc3F)cc(OC(C)CO)c2)cn1. Reactants: C(C)(C)OC1=CC=C(OC2=NN=C(S2)C2=CC=C(S2)C(C)N2C(C3=CC=CC=C3C2=O)=O)C=C1 (2-(1-{5-[5-(4-isopropoxyphenoxy)-1,3,4-thiadiazol-2-yl]thien-2-yl}ethyl)-1H-isoindole-1,3(2H)-dione), O.NN (hydrazine hydrate), C(Cl)Cl (CH2Cl2). Run in C(Cl)Cl.C(C)O (CH2Cl2 ethanol). Reaction conditions: temperature 25 celsius, time 5 hour. Yields the product C(C)(C)OC1=CC=C(OC2=NN=C(S2)C2=CC=C(S2)C(C)N)C=C1 (1-{5-[5-(4-isopropoxyphenoxy)-1,3,4-thiadiazol-2-yl]thien-2-yl}ethanamine). The yield is 90.3%. Reaction SMILES: [CH:1]([O:4][C:5]1[CH:34]=[CH:33][C:8]([O:9][C:10]2[S:14][C:13]([C:15]3[S:19][C:18]([CH:20]([N:22]4C(=O)C5C(=CC=CC=5)C4=O)[CH3:21])=[CH:17][CH:16]=3)=[N:12][N:11]=2)=[CH:7][CH:6]=1)([CH3:3])[CH3:2].O.NN.C(Cl)Cl>C(Cl)Cl.C(O)C>[CH:1]([O:4][C:5]1[CH:34]=[CH:33][C:8]([O:9][C:10]2[S:14][C:13]([C:15]3[S:19][C:18]([CH:20]([NH2:22])[CH3:21])=[CH:17][CH:16]=3)=[N:12][N:11]=2)=[CH:7][CH:6]=1)([CH3:2])[CH3:3] |f:1.2,4.5|. Reported procedure: A solution of Example 24F (0.48 g, 0.98 mmol) in CH2Cl2/ethanol (1:1, v/v, 12 mL) was treated with hydrazine hydrate (0.476 mL, 9.79 mmol). The reaction was stirred at 25° C. for 5 hours and was concentrated under reduced pressure on a rotary evaporator to provide a residual oil. The concentrate was treated with CH2Cl2 (15 mL) and a white suspension formed. The suspension was filtered and the filtrate was concentrated on a rotary evaporator to provide 0.32 g of a pale yellow oil. The concentrate...